From a dataset of the Open Reaction Database (ORD), a public repository of structured organic reaction records. describe an organic reaction: reactants, conditions, products, and yield Starting materials: C(\C=C/C(=O)N)(=O)O (maleamic acid), C(C)(=O)[O-].[Na+] (sodium acetate), ice, C(Cl)Cl.CCOC(=O)C (CH2Cl2 EtOAc). The solvent is C(C)(=O)OC(C)=O (acetic anhydride). Reaction conditions: temperature 65 celsius, time 2 hour. Yields the product C(C#C)N1C(C=CC1=O)=O (N-propargylmaleimide). The yield is 58.0%. Reaction SMILES: [C:1]([OH:8])(=O)/[CH:2]=[CH:3]\[C:4]([NH2:6])=[O:5].[C:9]([O-])(=O)[CH3:10].[Na+].[CH2:14](Cl)Cl.CCOC(C)=O>C(OC(=O)C)(=O)C>[CH2:14]([N:6]1[C:1](=[O:8])[CH:2]=[CH:3][C:4]1=[O:5])[C:9]#[CH:10] |f:1.2,3.4|. Procedure: A solution of maleic anhydride (19, 2.5 g, 25.5 mmol) and propargylamine (20, 1.75 mL, 25.5 mmol) in glacial acetic acid (50 mL) was stirred in the dark overnight. The reaction mixture was concentrated to dryness and the residue was recrystallized from a mixture of isopropyl alcohol and water. This gave 21 (3.079 g, 20.1 mmol, 79%) as white crystals. Compound 21 (1.49 g, 9.70 mmol) was suspended in acetic anhydride (7 mL) and sodium acetate (437 mg, 5.33 mmol) was added. The resulting suspension... The reactants are ClC1=C(C=C(C=C1)OC)C=1C=C(C=C(C(=O)OC)C1)C(=O)OC (dimethyl 5-(2-chloro-5-methoxyphenyl)-isophthalate), [OH-].[K+] (potassium hydroxide). Solvent: CO (methanol), O1CCOCC1 (1,4-dioxane). Product: ClC1=C(C=C(C=C1)OC)C=1C=C(C=C(C(=O)O)C1)C(=O)OC (5-(2-chloro-5-methoxyphenyl)-3-methoxycarbonylbenzoic acid). Isolated yield 83.5%. Reaction SMILES: [Cl:1][C:2]1[CH:7]=[CH:6][C:5]([O:8][CH3:9])=[CH:4][C:3]=1[C:10]1[CH:11]=[C:12]([C:20]([O:22]C)=[O:21])[CH:13]=[C:14]([CH:19]=1)[C:15]([O:17][CH3:18])=[O:16].[OH-].[K+]>CO.O1CCOCC1>[Cl:1][C:2]1[CH:7]=[CH:6][C:5]([O:8][CH3:9])=[CH:4][C:3]=1[C:10]1[CH:19]=[C:14]([C:15]([O:17][CH3:18])=[O:16])[CH:13]=[C:12]([CH:11]=1)[C:20]([OH:22])=[O:21] |f:1.2|. Procedure details: A mixture of dimethyl 5-(2-chloro-5-methoxyphenyl)-isophthalate (1.20 g) and potassium hydroxide (0.23 g) in methanol (60 ml) and 1,4-dioxane (20 ml) was refluxed for 48 hours. The mixture was evaporated in vacuo and to the residue was added ethyl acetate and water. Two layers were separated and the aqueous layer was acidified with hydrochloric acid solution. The product was extracted with ethyl acetate and the organic layer was washed with water and brine, dried over magnesium sulfate and evapo... Starting materials: FC(OC=1C=C(C=CC1)S(=O)(=O)C1=CC=C(N)C=C1)(F)F (4-((3-(trifluoromethoxy)phenyl)sulfonyl)aniline), N1=CC(=CC=C1)C=CC(=O)Cl (3-(pyridin-3-yl)acryloyl chloride), C(=O)([O-])[O-].[K+].[K+] (K2CO3). Run in CN(C)C=O (DMF). Run at temperature 50 celsius. Product: N1=CC(=CC=C1)C=CC(=O)NC1=CC=C(C=C1)S(=O)(=O)C1=CC(=CC=C1)OC(F)(F)F (3-(pyridin-3-yl)-N-(4-((3-(trifluoromethoxy)phenyl)sulfonyl)phenyl)acrylamide). Yield: 49.6%. RXN SMILES: [F:1][C:2]([F:21])([F:20])[O:3][C:4]1[CH:5]=[C:6]([S:10]([C:13]2[CH:19]=[CH:18][C:16]([NH2:17])=[CH:15][CH:14]=2)(=[O:12])=[O:11])[CH:7]=[CH:8][CH:9]=1.[N:22]1[CH:27]=[CH:26][CH:25]=[C:24]([CH:28]=[CH:29][C:30](Cl)=[O:31])[CH:23]=1.C([O-])([O-])=O.[K+].[K+]>CN(C=O)C>[N:22]1[CH:27]=[CH:26][CH:25]=[C:24]([CH:28]=[CH:29][C:30]([NH:17][C:16]2[CH:18]=[CH:19][C:13]([S:10]([C:6]3[CH:7]=[CH:8][CH:9]=[C:4]([O:3][C:2]([F:1])([F:20])[F:21])[CH:5]=3)(=[O:12])=[O:11])=[CH:14][CH:15]=2)=[O:31])[CH:23]=1 |f:2.3.4|. Reported procedure: To a solution of 4-((3-(trifluoromethoxy)phenyl)sulfonyl)aniline (86, 0.27 mmol) in DMF (3 mL) is added 3-(pyridin-3-yl)acryloyl chloride (58 mg, 0.28 mmol) and K2CO3 (138 mg, 1 mmol). The mixture is heated at 50° C. for 2 h and the solvent is evaporated. The residue is partitioned between EtOAc (15 mL) and brine (10 mL) and the layers are separated. The aqueous layer is extracted with EtOAc (10 mL) and the combined extracts are dried (Na2SO4) and evaporated. Purification of the residue by prepa... The reactants are S(+) 2-pyrrolidinemethanol, C1(=CC=CC=C1)NC=1C(C(=O)O)=CC=CC1 (N-phenylanthranilic acid), C1CCC(CC1)N=C=NC2CCCCC2 (DCC), O.ON1N=NC2=C1C=CC=C2 (1-hydroxybenzotriazole hydrate), N1[C@H](CO)CCC1 (L-prolinol). Run in C(Cl)Cl (methylene chloride), CN(C)C=O (DMF). The product is C1(=CC=CC=C1)NC1=C(C(=O)N2[C@@H](CCC2)CO)C=CC=C1 ((S)-1-[2-(Phenylamino)benzoyl]-2-pyrrolidinemethanol). As a reaction SMILES: [C:1]1([NH:7][C:8]2[C:9](=[CH:13][CH:14]=[CH:15][CH:16]=2)[C:10]([OH:12])=O)[CH:6]=[CH:5][CH:4]=[CH:3][CH:2]=1.O.ON1C2C=CC=CC=2N=N1.[NH:28]1[CH2:34][CH2:33][CH2:32][C@H:29]1[CH2:30][OH:31].C1CCC(N=C=NC2CCCCC2)CC1>CN(C=O)C.C(Cl)Cl>[C:1]1([NH:7][C:8]2[CH:16]=[CH:15][CH:14]=[CH:13][C:9]=2[C:10]([N:28]2[CH2:34][CH2:33][CH2:32][C@H:29]2[CH2:30][OH:31])=[O:12])[CH:2]=[CH:3][CH:4]=[CH:5][CH:6]=1 |f:1.2|. Procedure: 2.13 g (10 mmol) of N-phenylanthranilic acid, 1.35 g (10 mmol) of 1-hydroxybenzotriazole hydrate, 1.0 ml (10 mmol) of L-prolinol and 2.06 g (10 mmol) of DCC in 50 ml 1:1/methylene chloride:DMF. The coupling was carried out as described in Example 25 for the coupling of the acid and S(+)-2-pyrrolidinemethanol. Clean product of the title compound was obtained in virtually quantitative yield as a brownish gum without chromatographic purification. TLC (90:10/CH2Cl2 :MeOH): Rf =0.75. 1H NMR (CDCl3) δ...